From a dataset of the Open Reaction Database (ORD), a public repository of structured organic reaction records. describe an organic reaction: reactants, conditions, products, and yield The reactants are C[Si](C)(C)Oc2ccc1ccccc1c2 (substrate), c2ccc1ccccc1c2[Zn](C)(C)(C)([Li])([Li]) (effective_coupling_partner). The reagents and catalysts are PCy3. Reaction conditions: temperature 25 celsius, time 12 hour. The product is c4ccc3cc(c1cccc2ccccc12)ccc3c4. The reactants are O=C1CC(C1)C(=O)O (3-oxocyclobutanecarboxylic acid), Cl (HCl), [Mg] (magnesium), II (I2), solution, ClC1=CC=C(CCl)C=C1 (4-chlorobenzyl chloride), [Mg] (magnesium), ClC1=CC=C(CCl)C=C1 (4-chlorobenzyl chloride). The solvent is C1CCOC1 (THF), CCOCC (ether), CCOCC (Et2O), CCOCC (Et2O). Run at time 0.5 hour. The product is ClC1=CC=C(CC2(CC(C2)C(=O)O)O)C=C1 (3-(4-chlorobenzyl)-3-hydroxycyclobutanecarboxylic acid). Isolated yield 59.3%. Reaction SMILES: [Mg].II.[Cl:4][C:5]1[CH:12]=[CH:11][C:8]([CH2:9]Cl)=[CH:7][CH:6]=1.[O:13]=[C:14]1[CH2:17][CH:16]([C:18]([OH:20])=[O:19])[CH2:15]1.Cl>CCOCC.C1COCC1>[Cl:4][C:5]1[CH:12]=[CH:11][C:8]([CH2:9][C:14]2([OH:13])[CH2:17][CH:16]([C:18]([OH:20])=[O:19])[CH2:15]2)=[CH:7][CH:6]=1. Procedure: In a dry flask, under argon, magnesium (1.7 g, 70.11 mmol), a crystal of I2 and just enough Et2O to cover the magnesium was heated to reflux until the purple color dissipated (ca. 10 min.). Approximately 10% of a solution of 4-chlorobenzyl chloride (11.3 g, 70.11 mmol) in Et2O (20 mL) was added all at once and reflux was continued until the solution became brown. While maintaining a gentle reflux, the remainder of the 4-chlorobenzyl chloride solution was slowly added. After the addition was comp... The reactants are C[C@H]1[C@@H]([C@H]([C@H]([C@@H](O1)O[C@@H]2[C@H]([C@@H]([C@H](O[C@H]2OC=3C=C(C4=C(C3)O[C@@H](CC4=O)C=5C=CC(=CC5)O)O)CO)O)O)O)O)O (naringin). Reagents/catalysts: [Pd] (palladium black). Solvent: aqueous solution, [OH-].[K+] (potassium hydroxide), O (water). Yields the product C[C@H]1[C@@H]([C@H]([C@H]([C@@H](O1)O[C@@H]2[C@H]([C@@H]([C@H](O[C@H]2OC3=CC(=C(C(=C3)O)C(=O)CCC4=CC=C(C=C4)O)O)CO)O)O)O)O)O (Naringin Dihydrochalcone), C[C@H]1[C@@H]([C@H]([C@H]([C@@H](O1)O[C@@H]2[C@H]([C@@H]([C@H](O[C@H]2OC=3C=C(C4=C(C3)O[C@@H](CC4=O)C=5C=CC(=CC5)O)O)CO)O)O)O)O)O (naringin). Reaction SMILES: [CH3:1][C@@H:2]1[O:7][C@@H:6]([O:8][C@H:9]2[C@H:14]([O:15][C:16]3[CH:17]=[C:18]([OH:34])[C:19]4[C:25](=[O:26])[CH2:24][C@@H:23]([C:27]5[CH:28]=[CH:29][C:30]([OH:33])=[CH:31][CH:32]=5)[O:22][C:20]=4[CH:21]=3)[O:13][C@H:12]([CH2:35][OH:36])[C@@H:11]([OH:37])[C@@H:10]2[OH:38])[C@H:5]([OH:39])[C@H:4]([OH:40])[C@H:3]1[OH:41]>[OH-].[K+].[Pd].O>[CH3:1][C@@H:2]1[O:7][C@@H:6]([O:8][C@H:9]2[C@H:14]([O:15][C:16]3[CH:21]=[C:20]([OH:22])[C:19]([C:25]([CH2:24][CH2:23][C:27]4[CH:32]=[CH:31][C:30]([OH:33])=[CH:29][CH:28]=4)=[O:26])=[C:18]([OH:34])[CH:17]=3)[O:13][C@H:12]([CH2:35][OH:36])[C@@H:11]([OH:37])[C@@H:10]2[OH:38])[C@H:5]([OH:39])[C@H:4]([OH:40])[C@H:3]1[OH:41].[CH3:1][C@@H:2]1[O:7][C@@H:6]([O:8][C@H:9]2[C@H:14]([O:15][C:16]3[CH:17]=[C:18]([OH:34])[C:19]4[C:25](=[O:26])[CH2:24][C@@H:23]([C:27]5[CH:32]=[CH:31][C:30]([OH:33])=[CH:29][CH:28]=5)[O:22][C:20]=4[CH:21]=3)[O:13][C@H:12]([CH2:35][OH:36])[C@@H:11]([OH:37])[C@@H:10]2[OH:38])[C@H:5]([OH:39])[C@H:4]([OH:40])[C@H:3]1[OH:41] |f:1.2|. Reported procedure: Five grams of naringin are dissolved in 25 ml of a 10% aqueous solution of potassium hydroxide and hydrogenated at room temperature and at atmospheric pressure, using 500 mg palladium black as catalyst. The resultant colorless solution is diluted with water; after removal of the catalyst the solution is passed through an Amberlite 200 (Rohm & Haas) column, and the alkaline-free eluate is evaporated to dryness. White crystals of the dihydrochalcone of naringin are obtained, m.p. 169°-170° C, in a...